Dataset: the Open Reaction Database (ORD), a public repository of structured organic reaction records. Task: describe an organic reaction: reactants, conditions, products, and yield Starting materials: N1C=C(C=2C1=NC=CC2)C2=NC=CC(=N2)N[C@@](C(=O)O)(CC)C ((R)-2-(2-(1H-pyrrolo[2,3-b]pyridin-3-yl)pyrimidin-4-ylamino)-2-methylbutanoic acid), N1C=C(C=2C1=NC=CC2)C2=NC=CC(=N2)N[C@@](C(=O)O)(CC)C ((R)-2-(2-(1H-pyrrolo[2,3-b]pyridin-3-yl)pyrimidin-4-ylamino)-2-methylbutanoic acid), C(=O)([O-])[O-].[Na+].[Na+] (Na2CO3), C(CC)P1(OP(OP(O1)(=O)CCC)(=O)CCC)=O (T3P), FC(CN)(F)F (2,2,2-trifluoroethylamine). Run in CC1CCCO1 (2-MeTHF). Conditions: temperature 62.5 celsius, time 30 minute. The product is N1C=C(C=2C1=NC=CC2)C2=NC=CC(=N2)N[C@@](C(=O)NCC(F)(F)F)(CC)C ((R)-2-(2-(1H-pyrrolo[2,3-b]pyridin-3-yl)pyrimidin-4-ylamino)-2-methyl-N-(2,2,2-trifluoroethyl)butanamide). Reaction SMILES: [NH:1]1[C:5]2=[N:6][CH:7]=[CH:8][CH:9]=[C:4]2[C:3]([C:10]2[N:15]=[C:14]([NH:16][C@:17]([CH3:23])([CH2:21][CH3:22])[C:18](O)=[O:19])[CH:13]=[CH:12][N:11]=2)=[CH:2]1.C(P1(=O)OP(CCC)(=O)OP(CCC)(=O)O1)CC.[F:42][C:43]([F:47])([F:46])[CH2:44][NH2:45].C([O-])([O-])=O.[Na+].[Na+]>CC1OCCC1>[NH:1]1[C:5]2=[N:6][CH:7]=[CH:8][CH:9]=[C:4]2[C:3]([C:10]2[N:15]=[C:14]([NH:16][C@:17]([CH3:23])([CH2:21][CH3:22])[C:18]([NH:45][CH2:44][C:43]([F:47])([F:46])[F:42])=[O:19])[CH:13]=[CH:12][N:11]=2)=[CH:2]1 |f:3.4.5|. Procedure: To (R)-2-(2-(1H-pyrrolo[2,3-b]pyridin-3-yl)pyrimidin-4-ylamino)-2-methylbutanoic acid (4a) (limiting reagent) charge 2-methylTHF (7.5 vol), then charge T3P® (2.0 eq, 50% w/w in 2-MeTHF). Heat the mixture to 60-65° C. and maintain this temperature for no less than 3 hrs and the solids are completely dissolved. Cool to 20-25° C. then charge 2,2,2-trifluoroethylamine (2.0 eq). Continue agitation for no less than 6 hrs at 20-25° C. and until HPLC analysis showed <1.0% of (R)-2-(2-(1H-pyrrolo[2,3-b]p... The reactants are O (water), Example 4-41, [F-].[Cs+] (cesium fluoride), C(C)(C)(C)C1=CC=C(C=C1)\C(=C/[C@H]1CCC(N1CC1=C(C=C(C=C1)OC)OC)=O)\[Sn](CCCC)(CCCC)CCCC ((5R)-5-[(E)-2-(4-tert-butylphenyl)-2-(tributylstannyl)ethenyl]-1-(2,4-dimethoxybenzyl)pyrrolidin-2-one), Example 4-26, BrC1=CC=C(C(=N1)OC)CCC(=O)OC(C)(C)C (tert-butyl 3-(6-bromo-2-methoxypyridin-3-yl)propanoate). Reagents/catalysts: C=1C=CC(=CC1)[P](C=2C=CC=CC2)(C=3C=CC=CC3)[Pd]([P](C=4C=CC=CC4)(C=5C=CC=CC5)C=6C=CC=CC6)([P](C=7C=CC=CC7)(C=8C=CC=CC8)C=9C=CC=CC9)[P](C=1C=CC=CC1)(C=1C=CC=CC1)C=1C=CC=CC1 (Tetrakis(triphenylphosphine)palladium(0)), [Cu](I)I (copper iodide). The solvent is C(C)(=O)OCC (ethyl acetate), CN(C=O)C (N,N-dimethylformamide). Run at temperature 65 celsius, time 1 hour. The product is C(C)(C)(C)C1=CC=C(C=C1)/C(=C\[C@@H]1N(C(CC1)=O)CC1=C(C=C(C=C1)OC)OC)/C1=CC=C(C(=N1)OC)CCC(=O)OC(C)(C)C (tert-butyl 3-(6-{(E)-1-(4-tert-butylphenyl)-2-[(2R)-1-(2,4-dimethoxybenzyl)-5-oxopyrrolidin-2-yl]ethenyl}-2-methoxypyridin-3-yl)propanoate). Reaction SMILES: [C:1]([C:5]1[CH:10]=[CH:9][C:8](/[C:11](/[Sn](CCCC)(CCCC)CCCC)=[CH:12]\[C@@H:13]2[N:17]([CH2:18][C:19]3[CH:24]=[CH:23][C:22]([O:25][CH3:26])=[CH:21][C:20]=3[O:27][CH3:28])[C:16](=[O:29])[CH2:15][CH2:14]2)=[CH:7][CH:6]=1)([CH3:4])([CH3:3])[CH3:2].Br[C:44]1[N:49]=[C:48]([O:50][CH3:51])[C:47]([CH2:52][CH2:53][C:54]([O:56][C:57]([CH3:60])([CH3:59])[CH3:58])=[O:55])=[CH:46][CH:45]=1.[F-].[Cs+].O>CN(C)C=O.C1C=CC([P]([Pd]([P](C2C=CC=CC=2)(C2C=CC=CC=2)C2C=CC=CC=2)([P](C2C=CC=CC=2)(C2C=CC=CC=2)C2C=CC=CC=2)[P](C2C=CC=CC=2)(C2C=CC=CC=2)C2C=CC=CC=2)(C2C=CC=CC=2)C2C=CC=CC=2)=CC=1.[Cu](I)I.C(OCC)(=O)C>[C:1]([C:5]1[CH:10]=[CH:9][C:8](/[C:11](/[C:44]2[N:49]=[C:48]([O:50][CH3:51])[C:47]([CH2:52][CH2:53][C:54]([O:56][C:57]([CH3:60])([CH3:59])[CH3:58])=[O:55])=[CH:46][CH:45]=2)=[CH:12]\[C@H:13]2[CH2:14][CH2:15][C:16](=[O:29])[N:17]2[CH2:18][C:19]2[CH:24]=[CH:23][C:22]([O:25][CH3:26])=[CH:21][C:20]=2[O:27][CH3:28])=[CH:7][CH:6]=1)([CH3:4])([CH3:2])[CH3:3] |f:2.3,^1:72,74,93,112|. Reported procedure: Tetrakis(triphenylphosphine)palladium(0) (80 mg) was added to a solution of (5R)-5-[(E)-2-(4-tert-butylphenyl)-2-(tributylstannyl)ethenyl]-1-(2,4-dimethoxybenzyl)pyrrolidin-2-one obtained in Reference Example 4-26 (471 mg), tert-butyl 3-(6-bromo-2-methoxypyridin-3-yl)propanoate obtained in Reference Example 4-41 (436 mg), cesium fluoride (209 mg) and copper iodide (144 mg) in N,N-dimethylformamide (4.5 mL) in a nitrogen atmosphere, and the mixture was stirred at 65° C. for one hour. The reaction... The reactants are COc1cc([N+](=O)[O-])ccc1OCCN1C(C)CCCC1C, CO, ClCCl. Yields the product COc1cc(N)ccc1OCCN1C(C)CCCC1C. Reaction SMILES: [CH3:1][O:2][c:3]1[c:4]([O:5][CH2:6][CH2:7][N:8]2[CH:9]([CH3:15])[CH2:10][CH2:11][CH2:12][CH:13]2[CH3:14])[cH:16][cH:17][c:18]([N+:20]([O-:21])=[O:22])[cH:19]1.[CH3:23][OH:24].[Cl:25][CH2:26][Cl:27]>>[CH3:1][O:2][c:3]1[c:4]([O:5][CH2:6][CH2:7][N:8]2[CH:9]([CH3:15])[CH2:10][CH2:11][CH2:12][CH:13]2[CH3:14])[cH:16][cH:17][c:18]([NH2:20])[cH:19]1. Reactants: CC=1C(=CC=2C(CCC(C2C1)(C)C)(C)C)C(C)C=1C=C(C(=O)OC)C=CC1 (Methyl 3-[1-(3,5,5,8,8-pentamethyl-5,6,7,8-tetrahydro-2-naphthyl)ethyl]benzoate), [OH-].[Na+] (sodium hydroxide), C1CCOC1 (THF), Cl (HCl). Product: CC=1C(=CC=2C(CCC(C2C1)(C)C)(C)C)C(C)C=1C=C(C=CC1)C=CC(=O)O (3-{3-[1-(3,5,5,8,8-Pentamethyl-5,6,7,8-tetrahydro-2-naphthyl )ethyl]phenyl}acrylic acid). Reaction SMILES: [CH3:1][C:2]1[C:3]([CH:16]([C:18]2[CH:19]=C([CH:25]=[CH:26][CH:27]=2)C(OC)=O)[CH3:17])=[CH:4][C:5]2[C:6]([CH3:15])([CH3:14])[CH2:7][CH2:8][C:9]([CH3:13])([CH3:12])[C:10]=2[CH:11]=1.[OH-:28].[Na+].Cl.[CH2:31]1[CH2:35][O:34][CH2:33][CH2:32]1>>[CH3:1][C:2]1[C:3]([CH:16]([C:18]2[CH:19]=[C:35]([CH:31]=[CH:32][C:33]([OH:28])=[O:34])[CH:25]=[CH:26][CH:27]=2)[CH3:17])=[CH:4][C:5]2[C:6]([CH3:14])([CH3:15])[CH2:7][CH2:8][C:9]([CH3:12])([CH3:13])[C:10]=2[CH:11]=1 |f:1.2|. Procedure details: A solution of the product of Example 19 (2.5 g, 6.4 mmol) and sodium hydroxide (2.5 g) in THF (50 ml) is refluxed for 4 h, acidified to pH 1 (concentrated HCl), extracted with ethyl acetate and washed with water. After drying, the organic phase is concentrated on a rotary evaporator under vacuum at 40° C. and the product is washed with heptane. The reactants are FC(C1=CC=C(CBr)C=C1)(F)F (p-trifluoromethylbenzyl bromide), O1C(OCC1)C1=NC=CC=C1 (2-(1,3-dioxolan-2-yl)pyridine). Product: [Br-].FC(C1=CC=C(C[N+]2=C(C=CC=C2)C2OCCO2)C=C1)(F)F (1-(p-trifluoromethylbenzyl)-2-(1,3-dioxolane-2-yl)pyridinium bromide). Isolated yield 80.9%. RXN SMILES: [F:1][C:2]([F:12])([F:11])[C:3]1[CH:10]=[CH:9][C:6]([CH2:7][Br:8])=[CH:5][CH:4]=1.[O:13]1[CH2:17][CH2:16][O:15][CH:14]1[C:18]1[CH:23]=[CH:22][CH:21]=[CH:20][N:19]=1>>[Br-:8].[F:1][C:2]([F:12])([F:11])[C:3]1[CH:10]=[CH:9][C:6]([CH2:7][N+:19]2[CH:20]=[CH:21][CH:22]=[CH:23][C:18]=2[CH:14]2[O:13][CH2:17][CH2:16][O:15]2)=[CH:5][CH:4]=1 |f:2.3|. Procedure: A mixture of 4.8 g (0.02 mol) of p-trifluoromethylbenzyl bromide and 3 g (0.019 mol) of 2-(1,3-dioxolan-2-yl)pyridine was allowed to stir at room temperature and then filtered. The solid residue was washed with ether and dried in vacuo to afford 6 g (76.9%) of 1-(p-trifluoromethylbenzyl)-2-(1,3-dioxolane-2-yl)pyridinium bromide (Formula IX: R1 =R7 =H; R2 =4--CF3 ; Z- =Br-). Reaction SMILES: Cl.[CH3:2][N:3]([CH2:5][CH:6]1[C:21](=[O:22])[C:10]2[C:11]([C:14]3[CH:19]=[CH:18][CH:17]=[CH:16][C:15]=3[F:20])=[N:12][O:13][C:9]=2[CH2:8][CH2:7]1)[CH3:4].Cl.[CH3:24][O:25][C:26]1[CH:31]=[CH:30][CH:29]=[CH:28][C:27]=1[N:32]1[CH2:37]CNC[CH2:33]1.C(=O)([O-])[O-].[K+].[K+].C(OCC)C>O>[F:20][C:15]1[CH:16]=[CH:17][CH:18]=[CH:19][C:14]=1[C:11]1[C:10]2[C:21](=[O:22])[CH:6]([CH2:5][N:3]3[CH2:2][CH2:33][N:32]([C:27]4[CH:28]=[CH:29][CH:30]=[CH:31][C:26]=4[O:25][CH3:24])[CH2:37][CH2:4]3)[CH2:7][CH2:8][C:9]=2[O:13][N:12]=1 |f:0.1,2.3,4.5.6|. The solvent is O (water). Procedure: To a solution consisting of 6,7-dihydro-5-dimethylaminomethyl-3-(2-fluorophenyl)-1,2-benzisoxazol-4(5H)-one hydrochloride (2.40 g) in distilled water (24 ml) was added 1-(2-methoxyphenyl)piperazine hydrochloride (3.38 g) and potassium carbonate (1.02 g) at room temperature with stirring. The resulting reaction mixture was heated to reflux for 25 min. and allowed to cool to room temperature. Diethyl ether was then added and the layers separated. The aqueous phase was extracted twice with ether. T... Reactants: Cl.CN(C)CC1CCC2=C(C(=NO2)C2=C(C=CC=C2)F)C1=O (6,7-dihydro-5-dimethylaminomethyl-3-(2-fluorophenyl)-1,2-benzisoxazol-4(5H)-one hydrochloride), C(C)OCC (Diethyl ether), Cl.COC1=C(C=CC=C1)N1CCNCC1 (1-(2-methoxyphenyl)piperazine hydrochloride), C([O-])([O-])=O.[K+].[K+] (potassium carbonate). Yields the product FC1=C(C=CC=C1)C1=NOC2=C1C(C(CC2)CN2CCN(CC2)C2=C(C=CC=C2)OC)=O (6,7-dihydro-3-(2-fluorophenyl)-5-(4-(2-methoxyphenyl)-1-piperazinyl)methyl-1,2-benzisoxazol-4(5H)-one). Yield: 76.1%.